This data is from the Open Reaction Database (ORD), a public repository of structured organic reaction records. The task is: describe an organic reaction: reactants, conditions, products, and yield Reactants: C(C)(C)[SiH](CC(C)(C)C)C(C)C (Diisopropyl(2,2-dimethylpropyl)silane), BrCCC(C)C (1-bromo-3-methylbutane). The product is CC(CC[SiH](C(C)C)C(C)C)C ((3-Methylbutyl)diisopropylsilane), liquid. Isolated yield 73.0%. RXN SMILES: [CH:1]([SiH:4]([CH:10]([CH3:12])[CH3:11])CC(C)(C)C)([CH3:3])[CH3:2].Br[CH2:14][CH2:15][CH:16]([CH3:18])[CH3:17]>>[CH3:17][CH:16]([CH3:18])[CH2:15][CH2:14][SiH:4]([CH:10]([CH3:12])[CH3:11])[CH:1]([CH3:3])[CH3:2]. Procedure details: The procedure of synthesizing Compound 51a was repeated, except that 1-bromo-3-methylbutane (12.6 mL, 100 mmol) was employed, whereby the Compound 53a was obtained as a colorless liquid (12.6 g, 73%). The reactants are COCCO[C@H]1[C@@H](O[C@@H]([C@H]1O)CO)N1C(=O)NC(=O)C=C1 (2′-O-(2-Methoxyethyl)uridine), CN1CCCC1 (1-methylpyrrolidine), Cl[Si](C)(C)C (chlorotrimethylsilane), ice water, FC(C(=O)OC(C(F)(F)F)=O)(F)F (trifluoroacetic anhydride), C(O)([O-])=O.[Na+] (sodium hydrogencarbonate), [N+](=O)([O-])C1=CC=C(C=C1)O (4-nitrophenol). Run in C(C)#N (acetonitrile). Run at temperature 0 celsius, time 1 hour. Product: COCCO[C@H]1[C@@H](O[C@@H]([C@H]1O)CO)N1C(=O)N=C(N)C=C1 (2′-O-(2-Methoxyethyl)cytidine). The yield is 84.1%. As a reaction SMILES: [CH3:1][O:2][CH2:3][CH2:4][O:5][C@@H:6]1[C@H:10]([OH:11])[C@@H:9]([CH2:12][OH:13])[O:8][C@H:7]1[N:14]1[CH:21]=[CH:20][C:18](=O)[NH:17][C:15]1=[O:16].C[N:23]1CCCC1.Cl[Si](C)(C)C.FC(F)(F)C(OC(=O)C(F)(F)F)=O.[N+](C1C=CC(O)=CC=1)([O-])=O.C(=O)([O-])O.[Na+]>C(#N)C>[CH3:1][O:2][CH2:3][CH2:4][O:5][C@@H:6]1[C@H:10]([OH:11])[C@@H:9]([CH2:12][OH:13])[O:8][C@H:7]1[N:14]1[CH:21]=[CH:20][C:18]([NH2:23])=[N:17][C:15]1=[O:16] |f:5.6|. Procedure: 2′-O-(2-Methoxyethyl)uridine (6.05 g, 20.0 mmol), 1-methylpyrrolidine (20 ml, 0.192 mol), chlorotrimethylsilane (7.6 ml, 59.9 mmol) and dry acetonitrile (100 ml) were stirred together at room temperature. After 1 hour, the reactants were cooled to 0° C. (ice-water bath) and trifluoroacetic anhydride (7.1 ml, 50.3 mmol) was added dropwise over 5 minutes. After a further period of 30 minutes at 0° C., 4-nitrophenol (8.35 g, 60 mmol) was added to the stirred reactants which were maintained at 0° C.... Reactants: ice, [BH4-].[Na+] (sodium borohydride), solid, C1CSS[C@@H]1CCCCC(=O)O (lipoic acid). Reagents/catalysts: [O-2].[Fe+2] (iron oxide). Run in O.C(C)O (water ethanol). Run at time 20 minute. Yields the product C(CCC(=O)O)C[C@H](CCS)S (dihydrolipoic acid), C(CCC(=O)O)CC(CCS)S (DHLA). As a reaction SMILES: [CH2:1]1[C@@H:5]([CH2:6][CH2:7][CH2:8][CH2:9][C:10]([OH:12])=[O:11])[S:4][S:3][CH2:2]1.[BH4-].[Na+]>O.C(O)C.[O-2].[Fe+2]>[CH2:7]([CH2:6][C@@H:5]([SH:4])[CH2:1][CH2:2][SH:3])[CH2:8][CH2:9][C:10]([OH:12])=[O:11].[CH2:7]([CH2:6][CH:5]([SH:4])[CH2:1][CH2:2][SH:3])[CH2:8][CH2:9][C:10]([OH:12])=[O:11] |f:1.2,3.4,5.6|. Reported procedure: To chemically reduce the disulfide bond of LA-IO to dithiol groups, 0.2 g of solid black lipoic acid was coated iron oxide nanoparticles in 50 mL of water/ethanol mixture (1:1), then the dispersion was ultra-sonicated for 10 min, followed by vigorous stirring for another 20 min in ice bath. 0.2 g of ice cold solution of freshly prepared sodium borohydride was slowly added to it under vigorous stirring conditions. After complete addition of the solution, the stirring was continued for another 2 h...